From a dataset of the Open Reaction Database (ORD), a public repository of structured organic reaction records. describe an organic reaction: reactants, conditions, products, and yield Procedure details: (1-Cyano-cyclopropyl)-carbamic acid tert-butyl ester (2.44 g, 13.40 mmol) was dissolved in dry EtOH (33 mL). Sodium ethoxide (21 wt % in EtOH solution, 10.70 mL, 22.80 mmol)) was added and the reaction was stirred for 1 h at room temperature under an atmosphere of dry argon. To the light yellow solution was added solid NH4Cl (2.94 g, 55 mmol) followed by 7 M NH3 in MeOH (8.08 mL, 56.60 mmol). The reaction was capped and allowed to stir for 16 h. The turbid suspension was filtered using MeOH to r... Reaction conditions: time 1 hour. Reactants: N (NH3), C(C)(C)(C)OC(NC1(CC1)C#N)=O ((1-Cyano-cyclopropyl)-carbamic acid tert-butyl ester), [O-]CC.[Na+] (Sodium ethoxide), [NH4+].[Cl-] (NH4Cl), CO (MeOH). Run in CCO (EtOH). RXN SMILES: [C:1]([O:5][C:6](=[O:13])[NH:7][C:8]1([C:11]#[N:12])[CH2:10][CH2:9]1)([CH3:4])([CH3:3])[CH3:2].[O-]CC.[Na+].[NH4+:18].[Cl-].N.CO>CCO>[C:1]([O:5][C:6](=[O:13])[NH:7][C:8]1([C:11](=[NH:18])[NH2:12])[CH2:10][CH2:9]1)([CH3:4])([CH3:2])[CH3:3] |f:1.2,3.4|. The yield is 109.0%. Product: C(C)(C)(C)OC(NC1(CC1)C(N)=N)=O ((1-Carbamimidoyl-cyclopropyl)-carbamic acid tert-butyl ester). Starting materials: C[O-].[Na+] (NaOMe), FC1=CC=C(C=C1)/C(=C(\CC)/C1=CC=CC=C1)/[Si](C)(C)C ((Z)-1-(4-fluorophenyl)-2-phenyl-1-(trimethylsilyl)-1-butene), BrBr (bromine), CCOC(=O)C (EtOAc). The solvent is CO (methanol), C(Cl)Cl (CH2Cl2), C(Cl)Cl (CH2Cl2). Reaction conditions: time 3.5 hour. Product: Br\C(=C(\CC)/C1=CC=CC=C1)\C1=CC=C(C=C1)F ((Z)-1-Bromo-1-(4-fluorophenyl)-2-phenyl-1-butene). Isolated yield 58.6%. Reaction SMILES: [F:1][C:2]1[CH:7]=[CH:6][C:5](/[C:8](/[Si](C)(C)C)=[C:9](/[C:12]2[CH:17]=[CH:16][CH:15]=[CH:14][CH:13]=2)\[CH2:10][CH3:11])=[CH:4][CH:3]=1.[Br:22]Br.C[O-].[Na+].CCOC(C)=O>C(Cl)Cl.CO>[Br:22]/[C:8](/[C:5]1[CH:6]=[CH:7][C:2]([F:1])=[CH:3][CH:4]=1)=[C:9](\[C:12]1[CH:17]=[CH:16][CH:15]=[CH:14][CH:13]=1)/[CH2:10][CH3:11] |f:2.3|. Procedure: To a solution of (2) (3.93 g, 13.2 mmol) in CH2Cl2 (25 mL) at −78° C. was added bromine (2.5 g, 15.8 mmol) in 11 mL CH2Cl2 dropwise over 0.5 h. A solution of NaOMe (26.2 mmol) in methanol (36 mL) was added and the mixture was allowed to warm to rt. After stirring 3.5 h, EtOAc was added and the solution was washed with water, brine, and was dried (MgSO4) . The solvent was removed under reduced pressure and the resulting solid was recrystallized (methanol) to give the bromide (3) as a white solid ... Starting materials: CC1=CC=C(OC2C(C2C(=O)O)(C)C)C=C1 (3-(4-methylphenoxy)-2,2-dimethylcyclopropanecarboxylic acid), CS(=O)(=O)OCC=1NC=CC1CC1=CC(=CC=C1)F (3-(3-fluorobenzyl)-pyrrolylmethyl methanesulfonate). Product: CC1=CC=C(OC2C(C2C(=O)OCC=2NC=CC2CC2=CC(=CC=C2)F)(C)C)C=C1 (3-(3-fluorobenzyl)-pyrrolylmethyl 3-(4-methylphenoxy)-2,2-dimethylcyclopropanecarboxylate). Reaction SMILES: [CH3:1][C:2]1[CH:16]=[CH:15][C:5]([O:6][CH:7]2[CH:9]([C:10]([OH:12])=[O:11])[C:8]2([CH3:14])[CH3:13])=[CH:4][CH:3]=1.CS(O[CH2:22][C:23]1[NH:24][CH:25]=[CH:26][C:27]=1[CH2:28][C:29]1[CH:34]=[CH:33][CH:32]=[C:31]([F:35])[CH:30]=1)(=O)=O>>[CH3:1][C:2]1[CH:16]=[CH:15][C:5]([O:6][CH:7]2[CH:9]([C:10]([O:12][CH2:22][C:23]3[NH:24][CH:25]=[CH:26][C:27]=3[CH2:28][C:29]3[CH:34]=[CH:33][CH:32]=[C:31]([F:35])[CH:30]=3)=[O:11])[C:8]2([CH3:14])[CH3:13])=[CH:4][CH:3]=1. Procedure details: Following the procedure of Example 2, 3-(4-methylphenoxy)-2,2-dimethylcyclopropanecarboxylic acid is reacted with 3-(3-fluorobenzyl)-pyrrolylmethyl methanesulfonate to yield 3-(3-fluorobenzyl)-pyrrolylmethyl 3-(4-methylphenoxy)-2,2-dimethylcyclopropanecarboxylate. Starting materials: CO, CN(C)C=O, C=Cc1ccc(S(N)(=O)=O)cc1, COc1cccc(OC)c1Cc1c(Cl)ncnc1Cl, Cl, [K]. Yields the product C=Cc1ccc(S(=O)(=O)Nc2ncnc(Cl)c2Cc2c(OC)cccc2OC)cc1. As a reaction SMILES: [CH3:34][OH:35].[CH3:36][N:37]([CH3:38])[CH:39]=[O:40].[CH:21](=[CH2:22])[c:23]1[cH:24][cH:25][c:26]([S:29](=[O:30])(=[O:31])[NH2:32])[cH:27][cH:28]1.[Cl:1][c:2]1[n:3][cH:4][n:5][c:6]([Cl:19])[c:7]1[CH2:8][c:9]1[c:10]([O:17][CH3:18])[cH:11][cH:12][cH:13][c:14]1[O:15][CH3:16].[ClH:33].[K:20]>>[c:2]1([NH:32][S:29]([c:26]2[cH:25][cH:24][c:23]([CH:21]=[CH2:22])[cH:28][cH:27]2)(=[O:30])=[O:31])[n:3][cH:4][n:5][c:6]([Cl:19])[c:7]1[CH2:8][c:9]1[c:10]([O:17][CH3:18])[cH:11][cH:12][cH:13][c:14]1[O:15][CH3:16]. Reactants: [OH-].[Na+] (sodium hydroxide), COC(CC=1C=NC=C(C1)C1=C(C=C(C=C1)C(CC)(C1=CC(=C(C=C1)\C=C\C1(CCCC1)O)C)CC)C)=O ({5-[4-(1-ethyl-1-{4-[(E)-2-(1-hydroxy-cyclopentyl)-vinyl]-3-methyl-phenyl}-propyl)-2-methyl-phenyl]-pyridin-3-yl}-acetic acid methyl ester), [Cl-].[NH4+] (ammonium chloride). Run in CO (methanol). Reaction conditions: time 2 hour. The product is C(C)C(CC)(C1=CC(=C(C=C1)\C=C\C1(CCCC1)O)C)C1=CC(=C(C=C1)C=1C=C(C=NC1)CC(=O)O)C ({5-[4-(1-ethyl-1-{4-[(E)-2-(1-hydroxy-cyclopentyl)-vinyl]-3-methyl-phenyl}-propyl)-2-methyl-phenyl]-pyridin-3-yl}-acetic Acid). The yield is 82.6%. As a reaction SMILES: [OH-].[Na+].C[O:4][C:5](=[O:40])[CH2:6][C:7]1[CH:8]=[N:9][CH:10]=[C:11]([C:13]2[CH:18]=[CH:17][C:16]([C:19]([CH2:37][CH3:38])([C:22]3[CH:27]=[CH:26][C:25](/[CH:28]=[CH:29]/[C:30]4([OH:35])[CH2:34][CH2:33][CH2:32][CH2:31]4)=[C:24]([CH3:36])[CH:23]=3)[CH2:20][CH3:21])=[CH:15][C:14]=2[CH3:39])[CH:12]=1.[Cl-].[NH4+]>CO>[CH2:20]([C:19]([C:16]1[CH:17]=[CH:18][C:13]([C:11]2[CH:12]=[C:7]([CH2:6][C:5]([OH:40])=[O:4])[CH:8]=[N:9][CH:10]=2)=[C:14]([CH3:39])[CH:15]=1)([C:22]1[CH:27]=[CH:26][C:25](/[CH:28]=[CH:29]/[C:30]2([OH:35])[CH2:31][CH2:32][CH2:33][CH2:34]2)=[C:24]([CH3:36])[CH:23]=1)[CH2:37][CH3:38])[CH3:21] |f:0.1,3.4|. Reported procedure: A 2 N sodium hydroxide aqueous solution (0.24 mL) was added to a solution of {5-[4-(1-ethyl-1-{4-[(E)-2-(1-hydroxy-cyclopentyl)-vinyl]-3-methyl-phenyl}-propyl)-2-methyl-phenyl]-pyridin-3-yl}-acetic acid methyl ester (Example 86-(1); 41.0 mg, 0.08 mmol) in methanol (1.3 mL), and the mixture was stirred for two hours. A saturated aqueous ammonium chloride solution was added to the reaction mixture, followed by extraction with ethyl acetate. The organic layer was washed with water, dried over anhyd... The reactants are C(CCCCCCCC=CCCCCCCCC)NCCN (N-(9-octadecenyl)ethylenediamine), C(=O)CCC(=O)OCCCC (butyl 3-formylpropionate). Yields the product C(CCCCCCCC=CCCCCCCCC)N1CCN=CCCC1=O (4-(9-octadecenyl)-2,3,6,7-tetrahydro-1,4-diazocin-5-one). As a reaction SMILES: [CH2:1]([NH:19][CH2:20][CH2:21][NH2:22])[CH2:2][CH2:3][CH2:4][CH2:5][CH2:6][CH2:7][CH2:8][CH:9]=[CH:10][CH2:11][CH2:12][CH2:13][CH2:14][CH2:15][CH2:16][CH2:17][CH3:18].[CH:23]([CH2:25][CH2:26][C:27](OCCCC)=O)=[O:24]>>[CH2:1]([N:19]1[C:23](=[O:24])[CH2:25][CH2:26][CH:27]=[N:22][CH2:21][CH2:20]1)[CH2:2][CH2:3][CH2:4][CH2:5][CH2:6][CH2:7][CH2:8][CH:9]=[CH:10][CH2:11][CH2:12][CH2:13][CH2:14][CH2:15][CH2:16][CH2:17][CH3:18]. Procedure details: Into an apparatus similar to that in Example 1, were charged 310.1 g (1 mole) of N-(9-octadecenyl)ethylenediamine and 158.2 g (1 mole) of butyl 3-formylpropionate. At 150° C. and under a reduced pressure of 50 mmHg, 18 g of water and 74 g of butanol were distilled off to obtain 4-(9-octadecenyl)-2,3,6,7-tetrahydro-1,4-diazocin-5-one.